This data is from the Open Reaction Database (ORD), a public repository of structured organic reaction records. The task is: describe an organic reaction: reactants, conditions, products, and yield Starting materials: CCCCn1nc(C(N)=O)cc1C, [NH4+], [OH-], O, O=P(Cl)(Cl)Cl. Yields the product CCCCn1nc(C#N)cc1C. As a reaction SMILES: [CH2:1]([CH2:2][CH2:3][CH3:4])[n:5]1[n:6][c:7]([C:11](=[O:12])[NH2:13])[cH:8][c:9]1[CH3:10].[NH4+:19].[OH-:20].[OH2:21].[P:14]([Cl:15])([Cl:16])([Cl:17])=[O:18]>>[CH2:1]([CH2:2][CH2:3][CH3:4])[n:5]1[n:6][c:7]([C:11]#[N:13])[cH:8][c:9]1[CH3:10]. The reactants are C(#N)CC1=NC2=C(N1C1=CC=CC=C1)C=CC=C2 (2-cyanomethyl-1-phenyl-1H-benzimidazole), C(#N)N=C(N)N (dicyanodiamide), [OH-].[K+] (potassium hydroxide). Solvent: COCCO (methyl cellosolve). Product: NC1=NC(=NC(=N1)N)CC1=NC2=C(N1C1=CC=CC=C1)C=CC=C2 (2,4-diamino-6-(1-phenyl-1H-benzimidazol-2-yl)methyl-1,3,5-triazine). The yield is 73.5%. Reaction SMILES: [C:1]([CH2:3][C:4]1[N:8]([C:9]2[CH:14]=[CH:13][CH:12]=[CH:11][CH:10]=2)[C:7]2[CH:15]=[CH:16][CH:17]=[CH:18][C:6]=2[N:5]=1)#[N:2].[C:19]([N:21]=[C:22]([NH2:24])[NH2:23])#[N:20].[OH-].[K+]>COCCO>[NH2:20][C:19]1[N:21]=[C:22]([NH2:24])[N:23]=[C:1]([CH2:3][C:4]2[N:8]([C:9]3[CH:14]=[CH:13][CH:12]=[CH:11][CH:10]=3)[C:7]3[CH:15]=[CH:16][CH:17]=[CH:18][C:6]=3[N:5]=2)[N:2]=1 |f:2.3|. Procedure details: A mixture of 2-cyanomethyl-1-phenyl-1H-benzimidazole (1.8 g), dicyanodiamide (785 mg) and potassium hydroxide (87 mg) in methyl cellosolve was refluxed for 2 hours. After the mixture was cooled, the resultant precipitates were filtered off and washed with water and methanol in turn to give 2,4-diamino-6-(1-phenyl-1H-benzimidazol-2-yl)methyl-1,3,5-triazine (1.8 g).